This data is from the Open Reaction Database (ORD), a public repository of structured organic reaction records. The task is: describe an organic reaction: reactants, conditions, products, and yield The reactants are [H-].[Na+] (sodium hydride), OC=1C=C2CCNCC2=CC1 (6-hydroxy-1,2,3,4-tetrahydroisoquinoline), CS(=O)(=O)OCC1OC(OC1)(CN1C=NC=C1)C1=C(C=C(C=C1)Cl)Cl ((2RS,4SR)-2-(2,4-dichlorophenyl)-2-(1H-imidazol-1-ylmethyl)-1,3-dioxolan-4-ylmethyl methanesulfonate), C([O-])([O-])=O.[K+].[K+] (potassium carbonate), ClCC1=CC=C(C=C1)C1=CC=CC=C1 (4-chloromethylbiphenyl). The solvent is CN(C=O)C (dimethylformamide). Conditions: temperature 50 celsius, time 30 minute. Product: ClC1=C(C=CC(=C1)Cl)C1(OCC(O1)COC=1C=C2CCN(CC2=CC1)CC1=CC=C(C=C1)C1=CC=CC=C1)CN1C=NC=C1 (6-[(2RS,4SR)-2-(2,4-Dichlorophenyl)-2-(1H-imidazol-1-ylmethyl)-1,3-dioxolan-4-ylmethyloxy]-2-(4-phenylbenzyl)-1,2,3,4-tetrahydroisoquinoline). Reaction SMILES: [H-].[Na+].[OH:3][C:4]1[CH:5]=[C:6]2[C:11](=[CH:12][CH:13]=1)[CH2:10][NH:9][CH2:8][CH2:7]2.CS(O[CH2:19][CH:20]1[CH2:24][O:23][C:22]([C:31]2[CH:36]=[CH:35][C:34]([Cl:37])=[CH:33][C:32]=2[Cl:38])([CH2:25][N:26]2[CH:30]=[CH:29][N:28]=[CH:27]2)[O:21]1)(=O)=O.C(=O)([O-])[O-].[K+].[K+].Cl[CH2:46][C:47]1[CH:52]=[CH:51][C:50]([C:53]2[CH:58]=[CH:57][CH:56]=[CH:55][CH:54]=2)=[CH:49][CH:48]=1>CN(C)C=O>[Cl:38][C:32]1[CH:33]=[C:34]([Cl:37])[CH:35]=[CH:36][C:31]=1[C:22]1([CH2:25][N:26]2[CH:30]=[CH:29][N:28]=[CH:27]2)[O:21][CH:20]([CH2:19][O:3][C:4]2[CH:5]=[C:6]3[C:11](=[CH:12][CH:13]=2)[CH2:10][N:9]([CH2:46][C:47]2[CH:52]=[CH:51][C:50]([C:53]4[CH:54]=[CH:55][CH:56]=[CH:57][CH:58]=4)=[CH:49][CH:48]=2)[CH2:8][CH2:7]3)[CH2:24][O:23]1 |f:0.1,4.5.6|. Procedure details: 0.26 g of sodium hydride (50% suspension in oil) is added to a solution of 0.75 g of 6-hydroxy-1,2,3,4-tetrahydroisoquinoline in 30 ml of dimethylformamide, and the mixture is stirred at 50° C. for 30 minutes. Then 2.04 g of (2RS,4SR)-2-(2,4-dichlorophenyl)-2-(1H-imidazol-1-ylmethyl)-1,3-dioxolan-4-ylmethyl methanesulfonate are introduced, and the mixture is stirred at 80° C. for 5 hours. It is allowed to cool, 1.00 g of finely powdered potassium carbonate and 1.00 g of 4-chloromethylbiphenyl ar... Reactants: CC(C)(C)OCC(NC(=O)c1cc(N2CCN(C(=O)OC(C)(C)C)CC2)ccc1[N+](=O)[O-])C(=O)OC(C)(C)C, CO. The product is CC(C)(C)OCC(NC(=O)c1cc(N2CCN(C(=O)OC(C)(C)C)CC2)ccc1N)C(=O)OC(C)(C)C. Reaction SMILES: [C:1]([CH3:2])([CH3:3])([CH3:4])[O:5][C:6](=[O:7])[N:8]1[CH2:9][CH2:10][N:11]([c:14]2[cH:15][c:16]([C:23]([NH:24][CH:25]([CH2:26][O:27][C:28]([CH3:29])([CH3:30])[CH3:31])[C:32](=[O:33])[O:34][C:35]([CH3:36])([CH3:37])[CH3:38])=[O:39])[c:17]([N+:20]([O-:21])=[O:22])[cH:18][cH:19]2)[CH2:12][CH2:13]1.[CH3:40][OH:41]>>[C:1]([CH3:2])([CH3:3])([CH3:4])[O:5][C:6](=[O:7])[N:8]1[CH2:9][CH2:10][N:11]([c:14]2[cH:15][c:16]([C:23]([NH:24][CH:25]([CH2:26][O:27][C:28]([CH3:29])([CH3:30])[CH3:31])[C:32](=[O:33])[O:34][C:35]([CH3:36])([CH3:37])[CH3:38])=[O:39])[c:17]([NH2:20])[cH:18][cH:19]2)[CH2:12][CH2:13]1. The reactants are CCc1ccc(Br)cc1, Cn1nnnc1SCCCC#N, [Mg], C1CCOC1, O. Yields the product [Br-], CCc1ccc([Mg+])cc1. As a reaction SMILES: [CH2:2]([CH3:3])[c:4]1[cH:5][cH:6][c:7]([Br:10])[cH:8][cH:9]1.[CH3:11][n:12]1[c:13]([S:14][CH2:15][CH2:16][CH2:17][C:18]#[N:19])[n:20][n:21][n:22]1.[Mg:1].[O:23]1[CH2:24][CH2:25][CH2:26][CH2:27]1.[OH2:28]>>[Br-:10].[Mg+:1][c:7]1[cH:6][cH:5][c:4]([CH2:2][CH3:3])[cH:9][cH:8]1. The reactants are [Cl-].C(C)OC(=O)C=1N=C(SC1)C1CC[NH2+]CC1 (4-[4-(Ethoxycarbonyl)-1,3-thiazol-2-yl]piperidinium chloride), CC1=CC(=NN1CC(=O)O)C(F)(F)F ([5-methyl-3-(trifluoromethyl)-1H-pyrazol-1-yl]acetic acid). The product is CC1=CC(=NN1CC(=O)N1CCC(CC1)C=1SC=C(N1)C(=O)OCC)C(F)(F)F (Ethyl 2-(1-{[5-methyl-3-(trifluoromethyl)-1H-pyrazol-1-yl]acetyl}piperidin-4-yl)-1,3-thiazole-4-carboxylate). As a reaction SMILES: [Cl-].[CH2:2]([O:4][C:5]([C:7]1[N:8]=[C:9]([CH:12]2[CH2:17][CH2:16][NH2+:15][CH2:14][CH2:13]2)[S:10][CH:11]=1)=[O:6])[CH3:3].[CH3:18][C:19]1[N:23]([CH2:24][C:25](O)=[O:26])[N:22]=[C:21]([C:28]([F:31])([F:30])[F:29])[CH:20]=1>>[CH3:18][C:19]1[N:23]([CH2:24][C:25]([N:15]2[CH2:16][CH2:17][CH:12]([C:9]3[S:10][CH:11]=[C:7]([C:5]([O:4][CH2:2][CH3:3])=[O:6])[N:8]=3)[CH2:13][CH2:14]2)=[O:26])[N:22]=[C:21]([C:28]([F:30])([F:29])[F:31])[CH:20]=1 |f:0.1|. Procedure: 4-[4-(Ethoxycarbonyl)-1,3-thiazol-2-yl]piperidinium chloride (VI-1, 4.65 g) is reacted analogously to Example IV-1 with [5-methyl-3-(trifluoromethyl)-1H-pyrazol-1-yl]acetic acid (3.50 g). This gives, after chromatographic purification, ethyl 2-(1-{[5-methyl-3-(trifluoromethyl)-1H-pyrazol-1-yl]acetyl}piperidin-4-yl)-1,3-thiazole-4-carboxylate (5.00 g, 69%). Starting materials: NC=1N(C(C2=C(N1)N(C=C2C2=C(C=C(C=C2C)C)C)C)=O)C (2-amino-5-mesityl-3,7-dimethyl-3,7-dihydro-4H-pyrrolo[2,3-d]pyrimidin-4-one), CN(C=O)C (N,N-dimethylformamide), [H-].[Na+] (sodium hydride), C(CCC)I (n-BuI), CN(C=O)C (N,N-dimethylformamide). The solvent is O (water). Reaction conditions: time 0.5 hour. Product: C(CCC)N(C=1N(C(C2=C(N1)N(C=C2C2=C(C=C(C=C2C)C)C)C)=O)C)CCCC (2-(Dibutylamino)-5-mesityl-3,7-dimethyl-3,7-dihydro-4H-pyrrolo[2,3-d]pyrimidin-4-one). Isolated yield 122.4%. RXN SMILES: [NH2:1][C:2]1[N:3]([CH3:22])[C:4](=[O:21])[C:5]2[C:10]([C:11]3[C:16]([CH3:17])=[CH:15][C:14]([CH3:18])=[CH:13][C:12]=3[CH3:19])=[CH:9][N:8]([CH3:20])[C:6]=2[N:7]=1.CN(C)C=O.[H-].[Na+].[CH2:30](I)[CH2:31][CH2:32][CH3:33]>O>[CH2:30]([N:1]([CH2:4][CH2:5][CH2:10][CH3:9])[C:2]1[N:3]([CH3:22])[C:4](=[O:21])[C:5]2[C:10]([C:11]3[C:16]([CH3:17])=[CH:15][C:14]([CH3:18])=[CH:13][C:12]=3[CH3:19])=[CH:9][N:8]([CH3:20])[C:6]=2[N:7]=1)[CH2:31][CH2:32][CH3:33] |f:2.3|. Procedure details: To a solution of 2-amino-5-mesityl-3,7-dimethyl-3,7-dihydro-4H-pyrrolo[2,3-d]pyrimidin-4-one (100 mg, 0.34 mmol) and N,N-dimethylformamide (2 ml) was added sodium hydride (60% in oil, 27 mg, 0.66 mmol) at 0° C. and stirred for 0.5 hour. After stirring at room temperature for 0.5 hour, to the mixture was added a solution of n-BuI (184 mg, 1.00 mmol) and N,N-dimethylformamide (1 ml) at 0° C. and stirred for 0.5 hour. After stirring at room temperature for 1 hour, the mixture was diluted with water... The reactants are NC(=S)N (Thiourea), BrCC#CC (1-bromo-2-butyne), CS(=O)(=O)C1=NOC(C1)(C)C (3-methanesulfonyl-5,5-dimethyl-4,5-dihydroisoxazole), C([O-])([O-])=O.[K+].[K+] (potassium carbonate). The solvent is C(C)O (ethanol). Product: C(C#CC)SC1=NOC(C1)(C)C (3-but-2-ynylsulfanyl-5,5-dimethyl-4,5-dihydroisoxazole). Yield: 59.7%. RXN SMILES: NC(N)=S.Br[CH2:6][C:7]#[C:8][CH3:9].C[S:11]([C:14]1[CH2:18][C:17]([CH3:20])([CH3:19])[O:16][N:15]=1)(=O)=O.C(=O)([O-])[O-].[K+].[K+]>C(O)C>[CH2:6]([S:11][C:14]1[CH2:18][C:17]([CH3:20])([CH3:19])[O:16][N:15]=1)[C:7]#[C:8][CH3:9] |f:3.4.5|. Procedure details: Thiourea (2.15 g, 28.21 mmol) was added to a solution of 1-bromo-2-butyne (2.47 ml, 28.21 mmol) in ethanol (69 ml) and the solution was heated under reflux for 1 hour 40 minutes. The mixture was allowed to cool to room temperature and 3-methanesulfonyl-5,5-dimethyl-4,5-dihydroisoxazole (5 g, 28.21 mmol) and potassium carbonate (4.28 g, 31.03 mmol) were added. The mixture was heated under reflux for 2 hours 35 minutes and allowed to cool to room temperature. The mixture was partitioned between wa...